This data is from the Open Reaction Database (ORD), a public repository of structured organic reaction records. The task is: describe an organic reaction: reactants, conditions, products, and yield The reactants are C(C)(=O)OCCOCCOCCS(=O)(=O)CCC(C)(C)NC(OCC1=CC=CC=C1)=O (benzyl 4-(2-(2-(2-acetoxyethoxy)ethoxy)ethylsulfonyl)-2-methylbutan-2-ylcarbamate). Reagents/catalysts: [Pd] (Pd on carbon). Solvent: CO (methanol). Reaction conditions: time 1.5 hour. The product is C(C)(=O)OCCOCCOCCS(=O)(=O)CCC(C)(C)N (2-(2-(2-(3-Amino-3-methylbutylsulfonyl)ethoxy)ethoxy)ethyl acetate). As a reaction SMILES: [C:1]([O:4][CH2:5][CH2:6][O:7][CH2:8][CH2:9][O:10][CH2:11][CH2:12][S:13]([CH2:16][CH2:17][C:18]([NH:21]C(=O)OCC1C=CC=CC=1)([CH3:20])[CH3:19])(=[O:15])=[O:14])(=[O:3])[CH3:2]>CO.[Pd]>[C:1]([O:4][CH2:5][CH2:6][O:7][CH2:8][CH2:9][O:10][CH2:11][CH2:12][S:13]([CH2:16][CH2:17][C:18]([NH2:21])([CH3:20])[CH3:19])(=[O:14])=[O:15])(=[O:3])[CH3:2]. Procedure: To a solution of benzyl 4-(2-(2-(2-acetoxyethoxy)ethoxy)ethylsulfonyl)-2-methylbutan-2-ylcarbamate (440.2 mg, 0.959 mmol) in methanol (5 ml) was added Pd on carbon (10%, 83 mg). The suspension was put under a N2 atmosphere and H2 (1.3 atm) introduced. The suspension was stirred for 1.5 hours, filtered (0.45 um, PTFE), and concentrated in vacuo. The residue was used without any further purification. LRMS (ESI/APCI) m/z 326 [M+H]+.